Task: describe an organic reaction: reactants, conditions, products, and yield. Dataset: the Open Reaction Database (ORD), a public repository of structured organic reaction records The reactants are C1CCOC1, CO, [Li+], [OH-], O, O, CCCCSC1(c2ccc(-c3ccccc3)cc2)CC(C(=O)OC)N(C(=O)C(NC(=O)OC(C)(C)C)C(C)(C)C)C1. Yields the product CCCCSC1(c2ccc(-c3ccccc3)cc2)CC(C(=O)O)N(C(=O)C(NC(=O)OC(C)(C)C)C(C)(C)C)C1. Reaction SMILES: [CH2:45]1[O:46][CH2:47][CH2:48][CH2:49]1.[CH3:50][OH:51].[Li+:44].[OH-:43].[OH2:42].[OH2:52].[c:1]1(-[c:36]2[cH:37][cH:38][cH:39][cH:40][cH:41]2)[cH:2][cH:3][c:4]([C:7]2([S:31][CH2:32][CH2:33][CH2:34][CH3:35])[CH2:8][CH:9]([C:27](=[O:28])[O:29][CH3:30])[N:10]([C:12]([CH:13]([C:14]([CH3:15])([CH3:16])[CH3:17])[NH:18][C:19](=[O:20])[O:21][C:22]([CH3:23])([CH3:24])[CH3:25])=[O:26])[CH2:11]2)[cH:5][cH:6]1>>[c:1]1(-[c:36]2[cH:37][cH:38][cH:39][cH:40][cH:41]2)[cH:2][cH:3][c:4]([C:7]2([S:31][CH2:32][CH2:33][CH2:34][CH3:35])[CH2:8][CH:9]([C:27](=[O:28])[OH:29])[N:10]([C:12]([CH:13]([C:14]([CH3:15])([CH3:16])[CH3:17])[NH:18][C:19](=[O:20])[O:21][C:22]([CH3:23])([CH3:24])[CH3:25])=[O:26])[CH2:11]2)[cH:5][cH:6]1. The reactants are [BH4-].[Na+] (Sodium borohydride), C(C1=CC=CC=C1)N1[C@@]2(C(CC[C@H]1[C@H](C2)C#N)=O)C2=CC=CC=C2 ((1R*,5S* 6S*)-8-benzyl-6-cyano-1-phenyl-8-azabicyclo[3.2.1]octan-2-one). The solvent is CO (methanol). Reaction conditions: time 30 minute. The product is C(C1=CC=CC=C1)N1[C@@]2([C@@H](CC[C@H]1[C@H](C2)C#N)O)C2=CC=CC=C2 ((1R*,2R*,5S*,6S*)-8-Benzyl-6-cyano-1-phenyl-8-azabicyclo[3.2.1]octan-2-ol). Reaction SMILES: [BH4-].[Na+].[CH2:3]([N:10]1[C@@H:15]2[C@@H:16]([C:18]#[N:19])[CH2:17][C@@:11]1([C:21]1[CH:26]=[CH:25][CH:24]=[CH:23][CH:22]=1)[C:12](=[O:20])[CH2:13][CH2:14]2)[C:4]1[CH:9]=[CH:8][CH:7]=[CH:6][CH:5]=1>CO>[CH2:3]([N:10]1[C@@H:15]2[C@@H:16]([C:18]#[N:19])[CH2:17][C@@:11]1([C:21]1[CH:26]=[CH:25][CH:24]=[CH:23][CH:22]=1)[C@H:12]([OH:20])[CH2:13][CH2:14]2)[C:4]1[CH:5]=[CH:6][CH:7]=[CH:8][CH:9]=1 |f:0.1|. Procedure: Sodium borohydride (1.8 g, 47 mmol) was added to a stirred, ice-cooled solution of (1R*,5S* 6S*)-8-benzyl-6-cyano-1-phenyl-8-azabicyclo[3.2.1]octan-2-one (Description 40) in methanol (300 ml). The reaction mixture was stirred for 30 minutes, quenched with saturated aqueous NaHCO3 and extracted into ethyl acetate. The combined organic extracts were washed with brine, dried (Na2SO4) and concentrated. The residue was purified by chromatography on silica gel (iso-hexane:ethyl acetate 0-20%) to give ... The reactants are FC1=C(C=CC(=C1)S(=O)(=O)C1=CC(=CC=C1)Cl)C1=C(C=CC(=C1)F)OC (3-chlorophenyl 2,5′-difluoro-2′-methoxybiphenyl-4-yl sulfone), B(Br)(Br)Br (boron tribromide). Yields the product ClC=1C=C(C=CC1)S(=O)(=O)C1=CC(=C(C=C1)C=1C(=CC=C(C1)F)O)F (4′-[(3-chlorophenyl)sulfonyl]-2′,5-difluorobiphenyl-2-ol). Reaction SMILES: [F:1][C:2]1[CH:7]=[C:6]([S:8]([C:11]2[CH:16]=[CH:15][CH:14]=[C:13]([Cl:17])[CH:12]=2)(=[O:10])=[O:9])[CH:5]=[CH:4][C:3]=1[C:18]1[CH:23]=[C:22]([F:24])[CH:21]=[CH:20][C:19]=1[O:25]C.B(Br)(Br)Br>>[Cl:17][C:13]1[CH:12]=[C:11]([S:8]([C:6]2[CH:5]=[CH:4][C:3]([C:18]3[C:19]([OH:25])=[CH:20][CH:21]=[C:22]([F:24])[CH:23]=3)=[C:2]([F:1])[CH:7]=2)(=[O:10])=[O:9])[CH:16]=[CH:15][CH:14]=1. Reported procedure: The subtitle compound was prepared by the method of example 2 step (iii) using the product of step (iii) and boron tribromide. Reactants: CCOC(=O)c1cnc2cc(NC(=O)c3ccccc3-c3ccc(C(C)(C)C)cc3)ccc2c1, CCO, [Li+], [OH-], O. The product is CC(C)(C)c1ccc(-c2ccccc2C(=O)Nc2ccc3cc(C(=O)O)cnc3c2)cc1. RXN SMILES: [CH2:3]([CH3:4])[O:5][C:6](=[O:7])[c:8]1[cH:9][n:10][c:11]2[cH:12][c:13]([NH:18][C:19](=[O:20])[c:21]3[c:22](-[c:27]4[cH:28][cH:29][c:30]([C:33]([CH3:34])([CH3:35])[CH3:36])[cH:31][cH:32]4)[cH:23][cH:24][cH:25][cH:26]3)[cH:14][cH:15][c:16]2[cH:17]1.[CH3:37][CH2:38][OH:39].[Li+:1].[OH-:2].[OH2:40]>>[O:5]=[C:6]([OH:7])[c:8]1[cH:9][n:10][c:11]2[cH:12][c:13]([NH:18][C:19](=[O:20])[c:21]3[c:22](-[c:27]4[cH:28][cH:29][c:30]([C:33]([CH3:34])([CH3:35])[CH3:36])[cH:31][cH:32]4)[cH:23][cH:24][cH:25][cH:26]3)[cH:14][cH:15][c:16]2[cH:17]1. Reaction SMILES: [Cl:43][CH2:44][CH2:45][Cl:46].[I:1][c:2]1[cH:3][cH:4][c:5]([C:6](=[O:7])[OH:8])[cH:9][cH:10]1.[N:15]1([CH2:20][CH2:21][O:22][c:23]2[cH:24][cH:25][c:26](-[c:29]3[cH:30][c:31]4[c:32]([s:33]3)[cH:34][cH:35][cH:36][cH:37]4)[cH:27][cH:28]2)[CH2:16][CH2:17][CH2:18][CH2:19]1.[Na+:42].[O-:38][C:39]([OH:40])=[O:41].[O:47]=[CH:48][N:49]([CH3:50])[CH3:51].[S:11]([Cl:12])([Cl:13])=[O:14]>>[I:1][c:2]1[cH:3][cH:4][c:5]([C:6](=[O:8])[c:30]2[c:29](-[c:26]3[cH:25][cH:24][c:23]([O:22][CH2:21][CH2:20][N:15]4[CH2:16][CH2:17][CH2:18][CH2:19]4)[cH:28][cH:27]3)[s:33][c:32]3[c:31]2[cH:37][cH:36][cH:35][cH:34]3)[cH:9][cH:10]1. Starting materials: ClCCCl, O=C(O)c1ccc(I)cc1, c1ccc2sc(-c3ccc(OCCN4CCCC4)cc3)cc2c1, [Na+], O=C([O-])O, CN(C)C=O, O=S(Cl)Cl. Yields the product O=C(c1ccc(I)cc1)c1c(-c2ccc(OCCN3CCCC3)cc2)sc2ccccc12. Yield: 42.4%. The reactants are C(C1=CC=CC=C1)OC(CC#N)=N (2-cyano-acetimidic acid benzyl ester), O(C1=CC=CC=C1)C(=O)N=C=S (phenoxycarbonylisothiocyanate). RXN SMILES: [CH2:1]([O:8][C:9](=[NH:13])[CH2:10][C:11]#[N:12])[C:2]1[CH:7]=[CH:6][CH:5]=[CH:4][CH:3]=1.[O:14]([C:21]([N:23]=[C:24]=[S:25])=[O:22])[C:15]1[CH:20]=[CH:19][CH:18]=[CH:17][CH:16]=1>C(#N)C>[CH2:1]([O:8][C:9](=[NH:13])[C:10]([C:11]#[N:12])=[C:24]([SH:25])[NH:23][C:21]([O:14][C:15]1[CH:20]=[CH:19][CH:18]=[CH:17][CH:16]=1)=[O:22])[C:2]1[CH:7]=[CH:6][CH:5]=[CH:4][CH:3]=1. Conditions: time 8 hour. Solvent: C(C)#N (acetonitrile), C(C)#N (acetonitrile). The product is C(C1=CC=CC=C1)OC(C(=C(NC(=O)OC1=CC=CC=C1)S)C#N)=N (2-Cyano-3-mercapto-3-phenoxycarbonylamino-acrylimidic Acid Benzyl Ester). Procedure details: To a stirred 0° C. solution of 2-cyano-acetimidic acid benzyl ester (327 g, 1.88 mol) in acetonitrile (1 L) was added a 0° C. solution of phenoxycarbonylisothiocyanate (353 g, 1.97 mol) in acetonitrile (1 L). The reaction was allowed to warm to ambient temperature and was stirred overnight. The mixture was then placed in the refrigerator and kept still at 5° C. for 48 hours. The solid product was filtered, compressed, and washed with 20° C. acetonitrile (3×200 mL). Air was then drawn though the ... Reactants: [N+](=O)([O-])C=1C=C(CN2C3=C(N[C@H]4[C@@H](C2=O)CCC4)C=CC=C3)C=CC1 ((3aR*,10aS*)-9-(3-nitrobenzyl)-2,3,3a,4,9,10a-hexahydrobenzo[b]cyclopenta[e][1,4]diazepin-10(1H)-one). The solvent is C(C)OCC (diethyl ether). Product: NC=1C=C(CN2C3=C(N[C@H]4[C@@H](C2=O)CCC4)C=CC=C3)C=CC1 ((3aR*,10aS*)-9-(3-Aminobenzyl)-2,3,3a,4,9,10a-hexahydrobenzo[b]cyclopenta[e][1,4]diazepin-10(1H)-one). Yield: 84.0%. Reaction SMILES: [N+:1]([C:4]1[CH:5]=[C:6]([CH:23]=[CH:24][CH:25]=1)[CH2:7][N:8]1[C:14](=[O:15])[C@H:13]2[CH2:16][CH2:17][CH2:18][C@H:12]2[NH:11][C:10]2[CH:19]=[CH:20][CH:21]=[CH:22][C:9]1=2)([O-])=O>C(OCC)C>[NH2:1][C:4]1[CH:5]=[C:6]([CH:23]=[CH:24][CH:25]=1)[CH2:7][N:8]1[C:14](=[O:15])[C@H:13]2[CH2:16][CH2:17][CH2:18][C@H:12]2[NH:11][C:10]2[CH:19]=[CH:20][CH:21]=[CH:22][C:9]1=2. Reported procedure: Using (3aR*,10aS*)-9-(3-nitrobenzyl)-2,3,3a,4,9,10a-hexahydrobenzo[b]cyclopenta[e][1,4]diazepin-10(1H)-one, the title compound was synthesized in otherwise the same manner as Reference Example 7. Yield 84%, m.p. 176°-178° C. (diethyl ether).